This data is from the Open Reaction Database (ORD), a public repository of structured organic reaction records. The task is: describe an organic reaction: reactants, conditions, products, and yield The reactants are [Al+3], CON(C)C(=O)C(CC(=O)OC(C)(C)C)NS(=O)(=O)c1ccccc1OCCc1c(OCCN(C)C)ccc2ccccc12, C1CCOC1, CC#N, CO, ClCCl, ClCCl, [H-], [H-], [H-], [H-], [Li+]. Product: CN(C)CCOc1ccc2ccccc2c1CCOc1ccccc1S(=O)(=O)NC(C=O)CC(=O)OC(C)(C)C. RXN SMILES: [Al+3:51].[C:1]([CH3:2])([CH3:3])([CH3:4])[O:5][C:6]([CH2:7][CH:8]([C:9](=[O:10])[N:11]([O:12][CH3:13])[CH3:14])[NH:15][S:16](=[O:17])(=[O:18])[c:19]1[c:20]([O:25][CH2:26][CH2:27][c:28]2[c:29]([O:38][CH2:39][CH2:40][N:41]([CH3:42])[CH3:43])[cH:30][cH:31][c:32]3[cH:33][cH:34][cH:35][cH:36][c:37]23)[cH:21][cH:22][cH:23][cH:24]1)=[O:44].[CH2:45]1[O:46][CH2:47][CH2:48][CH2:49]1.[CH3:56][C:57]#[N:58].[CH3:59][OH:60].[Cl:61][CH2:62][Cl:63].[Cl:64][CH2:65][Cl:66].[H-:50].[H-:53].[H-:54].[H-:55].[Li+:52]>>[C:1]([CH3:2])([CH3:3])([CH3:4])[O:5][C:6]([CH2:7][CH:8]([CH:9]=[O:10])[NH:15][S:16](=[O:17])(=[O:18])[c:19]1[c:20]([O:25][CH2:26][CH2:27][c:28]2[c:29]([O:38][CH2:39][CH2:40][N:41]([CH3:42])[CH3:43])[cH:30][cH:31][c:32]3[cH:33][cH:34][cH:35][cH:36][c:37]23)[cH:21][cH:22][cH:23][cH:24]1)=[O:44]. The reactants are CC1N=C2N(C(C1)C)C=CC=N2 (2,4-dimethyl-3,4-dihydro-2H-pyrimido[1,2-a]pyrimidine). The reagents and catalysts are [Pd] (palladium on activated charcoal). The solvent is C(C)(=O)O (acetic acid). Product: CC1NC=2N(C(C1)C)CCCN2 (2,4-dimethyl-1,3,4,6,7,8-hexahydro-2H-pyrimido[1,2-a]pyrimidine). RXN SMILES: [CH3:1][CH:2]1[CH2:7][CH:6]([CH3:8])[N:5]2[CH:9]=[CH:10][CH:11]=[N:12][C:4]2=[N:3]1>[Pd].C(O)(=O)C>[CH3:1][CH:2]1[CH2:7][CH:6]([CH3:8])[N:5]2[CH2:9][CH2:10][CH2:11][N:12]=[C:4]2[NH:3]1. Reported procedure: 0.5 g 2,4-dimethyl-3,4-dihydro-2H-pyrimido[1,2-a]pyrimidine hydroperchlorate was heated for 8 h in an acetic acid solution with palladium on activated charcoal, with H2 fed in. Subsequent filtration, removal of the solvent and addition of diethyl ether yielded the 2,4-dimethyl-1,3,4,6,7,8-hexahydro-2H-pyrimido[1,2-a]pyrimidine hydroacetate in the form of colorless crystals, which were recrystallized from ethanol. The reactants are CN1C(CCCC1(C)C)(C)C (1,2,2,6,6-penta-methylpiperidine), C#C (acetylene), C#C (acetylene), C#C (acetylene), ClC(=O)OCCCC (n-butyl chloroformate). Reagents/catalysts: CN(C1=CC=NC=C1)C (4-dimethylamino-pyridine), C=1C=CC(=CC1)[P](C=2C=CC=CC2)(C=3C=CC=CC3)[Pd]([P](C=4C=CC=CC4)(C=5C=CC=CC5)C=6C=CC=CC6)([P](C=7C=CC=CC7)(C=8C=CC=CC8)C=9C=CC=CC9)[P](C=1C=CC=CC1)(C=1C=CC=CC1)C=1C=CC=CC1 (tetrakis(triphenylphosphine)palladium(0)). Solvent: ClCCl (dichloromethane). Run at temperature 40 celsius. Yields the product C(C#C)(=O)OCCCC (n-Butyl propiolate). Isolated yield 85.0%. As a reaction SMILES: CN1C(C)(C)CC[CH2:4][C:3]1(C)C.C#C.Cl[C:15]([O:17][CH2:18][CH2:19][CH2:20][CH3:21])=[O:16]>CN(C)C1C=CN=CC=1.C1C=CC([P]([Pd]([P](C2C=CC=CC=2)(C2C=CC=CC=2)C2C=CC=CC=2)([P](C2C=CC=CC=2)(C2C=CC=CC=2)C2C=CC=CC=2)[P](C2C=CC=CC=2)(C2C=CC=CC=2)C2C=CC=CC=2)(C2C=CC=CC=2)C2C=CC=CC=2)=CC=1.ClCCl>[C:15]([O:17][CH2:18][CH2:19][CH2:20][CH3:21])(=[O:16])[C:3]#[CH:4] |^1:34,36,55,74|. Procedure details: 0.42 g (0.36 mmol) of tetrakis(triphenylphosphine)palladium(0), 20 mg (0.16 mmol) of 4-dimethylamino-pyridine and 2.87 g (18.5 mmol) of 1,2,2,6,6-penta-methylpiperidine are introduced into 30 ml of dichloromethane in a 60 ml autoclave under argon. Then 10 bar of acetylene are injected, and the autoclave is heated to 40° C. 5 g (36.6 mmol) of n-butyl chloroformate are pumped in over the course of 10 min, and then acetylene is further injected to 20 bar. The amount of acetylene taken up is repleni...